Dataset: the Open Reaction Database (ORD), a public repository of structured organic reaction records. Task: describe an organic reaction: reactants, conditions, products, and yield Starting materials: P(OCCCl)([O-])[O-] (2-chloroethyl phosphite), C(C)=O (acetaldehyde), C1=CC(=CC=C1S(=O)(=O)N)Cl (p-chlorobenzenesulfonamide), C(C)(=O)O (acetic acid), ClC1=CC=CC=C1 (chlorobenzene). Reaction conditions: time 1 hour. Product: ClC1=CC=C(C=C1)S(=O)(=O)NC(C)P(OCCCl)(OCCCl)=O (Bis(2-chloroethyl) 1-(p-chlorophenylsulfonylamino)ethylphosphonate). Reaction SMILES: [P:1]([O-:7])([O-:6])[O:2][CH2:3][CH2:4][Cl:5].[CH:8](=O)[CH3:9].[CH:11]1[C:16]([S:17]([NH2:20])(=[O:19])=[O:18])=[CH:15][CH:14]=[C:13]([Cl:21])[CH:12]=1.C(O)(=O)C.[Cl:26][C:27]1C=CC=C[CH:28]=1>>[Cl:21][C:13]1[CH:12]=[CH:11][C:16]([S:17]([NH:20][CH:8]([P:1](=[O:7])([O:6][CH2:28][CH2:27][Cl:26])[O:2][CH2:3][CH2:4][Cl:5])[CH3:9])(=[O:19])=[O:18])=[CH:15][CH:14]=1. Procedure: When a mixture of 32.3 g of tris(2-chloroethyl phosphite, 5.8 g of freshly distilled acetaldehyde, 22.0 g of p-chlorobenzenesulfonamide, and 3.0 g of acetic acid in 100 g of chlorobenzene is stirred and warmed, heat of reaction is observed at about 90°. The temperature is kept at 95°-103° for 1 hr, and then the solvent and by-product are removed at reduced pressure. Ether is added to the residue, causing a solid to separate. This is washed with water and recrystallized from isopropyl alcohol, gi... As a reaction SMILES: [Br:1][c:2]1[c:3]([C:4]([c:5]2[cH:6][cH:7][cH:8][c:9]([N+:10]([O-:11])=[O:12])[cH:13]2)=[O:14])[cH:15][c:16]([F:20])[c:17]([Cl:19])[cH:18]1.[Br:23][c:24]1[cH:25][c:26]([Cl:28])[c:29]([F:30])[cH:31][c:32]1[C:33](=[O:27])[OH:34].[N+:45]([c:46]1[cH:47][c:48]([C:52]([OH:53])=[O:54])[cH:49][cH:50][cH:51]1)([O-:55])=[O:56].[OH2:57].[OH:21][OH:22].[OH:35][c:36]1[cH:37][c:38]([N+:39](=[O:40])[O-:41])[cH:42][cH:43][cH:44]1>>[Br:1][c:2]1[c:3]([OH:27])[cH:15][c:16]([F:20])[c:17]([Cl:19])[cH:18]1. The reactants are O=C(c1cccc([N+](=O)[O-])c1)c1cc(F)c(Cl)cc1Br, O=C(O)c1cc(F)c(Cl)cc1Br, O=C(O)c1cccc([N+](=O)[O-])c1, O, OO, O=[N+]([O-])c1cccc(O)c1. The product is Oc1cc(F)c(Cl)cc1Br.